From a dataset of the Open Reaction Database (ORD), a public repository of structured organic reaction records. describe an organic reaction: reactants, conditions, products, and yield The reactants are NC(=O)N (urea), O.NN (hydrazine hydrate), O (water). The solvent is CO (methanol). The product is NN (hydrazine), NC(=O)N (urea), NNC(=O)N (semicarbazide). RXN SMILES: O.[NH2:2][NH2:3].[NH2:4][C:5]([NH2:7])=[O:6].O>CO>[NH2:2][NH2:3].[NH2:4][C:5]([NH2:7])=[O:6].[NH2:2][NH:4][C:5]([NH2:7])=[O:6] |f:0.1|. Reported procedure: reacting hydrazine hydrate with urea at a temperature from about 100° C. to about 120° C. and at a mole ratio of hydrazine to urea from about 0.95:1 to about 1.1:1 to form a reaction mixture comprising semicarbazide, water and methanol-insoluble by-products; Reactants: C1COCCO1, COC(=O)CN(C)C(=O)c1noc(C(CCCC2CCCCC2)CC(=O)NO)n1, Cl, [Li+], [OH-], O, O. The product is CN(CC(=O)O)C(=O)c1noc(C(CCCC2CCCCC2)CC(=O)NO)n1. RXN SMILES: [CH2:34]1[O:35][CH2:36][CH2:37][O:38][CH2:39]1.[CH:1]1([CH2:7][CH2:8][CH2:9][CH:10]([CH2:11][C:12](=[O:13])[NH:14][OH:15])[c:16]2[n:17][c:18]([C:21](=[O:22])[N:23]([CH2:24][C:25](=[O:26])[O:27][CH3:28])[CH3:29])[n:19][o:20]2)[CH2:2][CH2:3][CH2:4][CH2:5][CH2:6]1.[ClH:33].[Li+:32].[OH-:31].[OH2:30].[OH2:40]>>[CH:1]1([CH2:7][CH2:8][CH2:9][CH:10]([CH2:11][C:12](=[O:13])[NH:14][OH:15])[c:16]2[n:17][c:18]([C:21](=[O:22])[N:23]([CH2:24][C:25](=[O:26])[OH:27])[CH3:29])[n:19][o:20]2)[CH2:2][CH2:3][CH2:4][CH2:5][CH2:6]1. The reactants are BrC1=CC2=C(C(NCCO2)=N)C=C1 (8-bromo-3,4-dihydrobenzo[f][1,4]oxazepin-5(2H)-imine), BrC1=CC(=C(C#N)C=C1)F (4-bromo-2-fluorobenzonitrile), BrC1=CC(=C(C#N)C=C1)F (4-bromo-2-fluorobenzonitrile), C[O-].[Na+] (sodium methoxide). Solvent: CO (methanol). The product is BrC1=CC(=C(C(OC)=N)C=C1)F (methyl 4-bromo-2-fluorobenzimidate). Reaction SMILES: BrC1C=CC2C(=N)NC[CH2:9][O:10]C=2C=1.[Br:14][C:15]1[CH:22]=[CH:21][C:18]([C:19]#[N:20])=[C:17]([F:23])[CH:16]=1.C[O-].[Na+]>CO>[Br:14][C:15]1[CH:22]=[CH:21][C:18]([C:19](=[NH:20])[O:10][CH3:9])=[C:17]([F:23])[CH:16]=1 |f:2.3|. Reported procedure: Scheme 13 shows an alternative synthesis of 8-bromo-3,4-dihydrobenzo[f][1,4]oxazepin-5(2H)-imine 33 from 4-bromo-2-fluorobenzonitrile 11. Reaction of 11 with sodium methoxide in methanol gives methyl 4-bromo-2-fluorobenzimidate 35. Alkylation of 35 with 2-aminoethanol gives 4-bromo-2-fluoro-N-(2-hydroxyethyl)benzimidamide 36, followed by cyclization to 33. RXN SMILES: [C-:38]#[N:39].[CH2:1]([O:3][C:4](=[O:2])[c:6]1[n:7][n:8][c:9](-[c:14]2[n:15][cH:16][c:17]([Cl:34])[cH:18][c:19]2[NH:20][S:21](=[O:22])(=[O:23])[c:24]2[cH:25][cH:26][c:27]([C:30]([CH3:31])([CH3:32])[CH3:33])[cH:28][cH:29]2)[n:10]1[CH:11]([CH3:12])[CH3:13])[CH3:5].[CH2:41]1[O:42][CH2:43][CH2:44][CH2:45]1.[CH3:35][NH:36][CH3:37].[K+:40]>>[O:3]=[C:4]([c:6]1[n:7][n:8][c:9](-[c:14]2[n:15][cH:16][c:17]([Cl:34])[cH:18][c:19]2[NH:20][S:21](=[O:22])(=[O:23])[c:24]2[cH:25][cH:26][c:27]([C:30]([CH3:31])([CH3:32])[CH3:33])[cH:28][cH:29]2)[n:10]1[CH:11]([CH3:12])[CH3:13])[N:36]([CH3:35])[CH3:37]. The reactants are [C-]#N, CCOC(=O)c1nnc(-c2ncc(Cl)cc2NS(=O)(=O)c2ccc(C(C)(C)C)cc2)n1C(C)C, C1CCOC1, CNC, [K+]. Product: CC(C)n1c(C(=O)N(C)C)nnc1-c1ncc(Cl)cc1NS(=O)(=O)c1ccc(C(C)(C)C)cc1. Starting materials: CS(=O)(=O)OC1=C(C=C(C=C1)CCOC1=CC=C(C=C1)C=O)OC (4-[2-(4-formylphenoxy)ethyl]-2-methoxyphenyl methanesulfonate), S1C(NC(C1)=O)=O (2,4-thiazolidinedione), N1CCCCC1 (piperidine), C(C)(=O)O (acetic acid). The solvent is C1(=CC=CC=C1)C (toluene), O (water). The product is COC=1C=C(C=CC1OS(=O)(=O)C)CCOC1=CC=C(C=C2C(NC(S2)=O)=O)C=C1 (5-(4-[2-(3-methoxy-4-methanesulfonyloxyphenyl)ethoxy]benzylidene)thiazolidine-2,4-dione). The yield is 72.2%. As a reaction SMILES: [CH3:1][S:2]([O:5][C:6]1[CH:11]=[CH:10][C:9]([CH2:12][CH2:13][O:14][C:15]2[CH:20]=[CH:19][C:18]([CH:21]=O)=[CH:17][CH:16]=2)=[CH:8][C:7]=1[O:23][CH3:24])(=[O:4])=[O:3].[S:25]1[CH2:29][C:28](=[O:30])[NH:27][C:26]1=[O:31].N1CCCCC1.C(O)(=O)C>C1(C)C=CC=CC=1.O>[CH3:24][O:23][C:7]1[CH:8]=[C:9]([CH2:12][CH2:13][O:14][C:15]2[CH:20]=[CH:19][C:18]([CH:21]=[C:29]3[S:25][C:26](=[O:31])[NH:27][C:28]3=[O:30])=[CH:17][CH:16]=2)[CH:10]=[CH:11][C:6]=1[O:5][S:2]([CH3:1])(=[O:4])=[O:3]. Reported procedure: 34 g (97 mmole) 4-[2-(4-formylphenoxy)ethyl]-2-methoxyphenyl methanesulfonate, 12.5 g (107 mmole) 2,4-thiazolidinedione, 0.5 ml piperidine and 0.5 ml acetic acid in 500 ml toluene was refluxed with water separation in a Dean-Stark apparatus for 4 hours. The solvent was evaporated, acetic acid was added and the mixture was heated. The formed precipitate was filtered and washed with diethyl ether to give 31.5 g (yield 72%) of 5-(4-[2-(3-methoxy-4-methanesulfonyloxyphenyl)ethoxy]benzylidene)thiazol... Reactants: C(CCC)C1=C(C=C(C2=CC=CC=C12)OC)/C=C/C(=O)O ((E)-3-(1-butyl-4-methoxy-2-naphthalenyl)-2-propenoic acid), [N+](=O)([O-])C1=CC=C(C=C1)O (4-nitrophenol), C1(CCCCC1)N=C=NC1CCCCC1 (1,3-dicyclohexylcarbodiimide). The solvent is ClCCl (dichloromethane). Product: [N+](=O)([O-])C1=CC=C(C=C1)OC(\C=C\C1=C(C2=CC=CC=C2C(=C1)OC)CCCC)=O ((E)-3-(1-butyl-4-methoxy-2-naphthalenyl)-2-propenoic acid 4-nitrophenyl ester). The yield is 87.8%. RXN SMILES: [CH2:1]([C:5]1[C:14]2[C:9](=[CH:10][CH:11]=[CH:12][CH:13]=2)[C:8]([O:15][CH3:16])=[CH:7][C:6]=1/[CH:17]=[CH:18]/[C:19]([OH:21])=[O:20])[CH2:2][CH2:3][CH3:4].[N+:22]([C:25]1[CH:30]=[CH:29][C:28](O)=[CH:27][CH:26]=1)([O-:24])=[O:23].C1(N=C=NC2CCCCC2)CCCCC1>ClCCl>[N+:22]([C:25]1[CH:30]=[CH:29][C:28]([O:20][C:19](=[O:21])/[CH:18]=[CH:17]/[C:6]2[CH:7]=[C:8]([O:15][CH3:16])[C:9]3[C:14](=[CH:13][CH:12]=[CH:11][CH:10]=3)[C:5]=2[CH2:1][CH2:2][CH2:3][CH3:4])=[CH:27][CH:26]=1)([O-:24])=[O:23]. Reported procedure: As in Example 113, (E)-3-(1-butyl-4-methoxy-2-naphthalenyl)-2-propenoic acid (3.7 g) was reacted with 4-nitrophenol (1.99 g) in dichloromethane (40 mL) in the presence of 1,3-dicyclohexylcarbodiimide (2.7 g). The crude reaction product was crystallized from 2-propanol to give 4.63 g of (E)-3-(1-butyl-4-methoxy-2-naphthalenyl)-2-propenoic acid 4-nitrophenyl ester, mp 121.5°-122.5° C. Anal. Calcd for C24H23NO5 : C, 71.10; H, 5.72; N, 3.45 Found: C, 70.93; H, 5.77; N, 3.52